From a dataset of the Open Reaction Database (ORD), a public repository of structured organic reaction records. describe an organic reaction: reactants, conditions, products, and yield Starting materials: c1ccc2c(c1)CC1CNCCCN21, C=CC(C)=O, c1ccccc1. The product is CC(=O)CCN1CCCN2c3ccccc3CC2C1. As a reaction SMILES: [CH2:1]1[NH:2][CH2:3][CH2:4][CH2:5][N:6]2[CH:7]1[CH2:8][c:9]1[cH:10][cH:11][cH:12][cH:13][c:14]12.[CH:15](=[CH2:16])[C:17](=[O:18])[CH3:19].[cH:20]1[cH:21][cH:22][cH:23][cH:24][cH:25]1>>[CH2:1]1[N:2]([CH2:16][CH2:15][C:17](=[O:18])[CH3:19])[CH2:3][CH2:4][CH2:5][N:6]2[CH:7]1[CH2:8][c:9]1[cH:10][cH:11][cH:12][cH:13][c:14]12. The reactants are COC(C1=CC(=C(C=C1)B1OC(C(O1)(C)C)(C)C)C)=O (3-Methyl-4-(4,4,5,5-tetramethyl-[1,3,2]dioxaborolan-2-yl)-benzoic acid methyl ester), FC(S(=O)(=O)OC1=CCCCC1C(C)(C)C)(F)F (6-tert-butyl-cyclohex-1-en-1-yl trifluoromethanesulfonate). Yields the product COC(C1=CC(=C(C=C1)C1=CCCCC1C(C)(C)C)C)=O (4-(6-tert-Butyl-cyclohex-1-en-1-yl)-3-methyl-benzoic acid methyl ester). Yield: 84.9%. Reaction SMILES: [CH3:1][O:2][C:3](=[O:20])[C:4]1[CH:9]=[CH:8][C:7](B2OC(C)(C)C(C)(C)O2)=[C:6]([CH3:19])[CH:5]=1.FC(F)(F)S(O[C:27]1[CH:32]([C:33]([CH3:36])([CH3:35])[CH3:34])[CH2:31][CH2:30][CH2:29][CH:28]=1)(=O)=O>>[CH3:1][O:2][C:3](=[O:20])[C:4]1[CH:9]=[CH:8][C:7]([C:31]2[CH:32]([C:33]([CH3:36])([CH3:35])[CH3:34])[CH2:27][CH2:28][CH2:29][CH:30]=2)=[C:6]([CH3:19])[CH:5]=1. Procedure: 3-Methyl-4-(4,4,5,5-tetramethyl-[1,3,2]dioxaborolan-2-yl)-benzoic acid methyl ester of Example 28, Step A (1.00 g, 3.62 mmol) and 6-tert-butyl-cyclohex-1-en-1-yl trifluoromethanesulfonate (1.24 g, 4.34 mmol) were reacted in the manner of Example 1, Step F. Purification by flash column chromatography on silica gel, eluting with a solvent gradient of from 0 to 5% ethyl acetate in hexane, afforded the title compound (0.880 g) as a light yellow oil. Starting materials: ClC=1C=C2C(=NC1)NC(=C2CC#N)C (5-chloro-3-cyanomethyl-2-methyl-pyrrolo[2,3-b]pyridine), C(C(=O)C1=CC=CC=C1)Br (phenacylbromide). Solvent: CC#N (CH3CN). Yields the product ClC=1C=C2C(N(C1)CC(=O)C1=CC=CC=C1)=NC(=C2CC#N)C (5-Chloro-3-cyanomethyl-2-methyl-7-phenacylpyrrolo[2,3-b]pyridine). Reaction SMILES: [Cl:1][C:2]1[CH:3]=[C:4]2[C:10]([CH2:11][C:12]#[N:13])=[C:9]([CH3:14])[NH:8][C:5]2=[N:6][CH:7]=1.[CH2:15](Br)[C:16]([C:18]1[CH:23]=[CH:22][CH:21]=[CH:20][CH:19]=1)=[O:17]>CC#N>[Cl:1][C:2]1[CH:3]=[C:4]2[C:10]([CH2:11][C:12]#[N:13])=[C:9]([CH3:14])[N:8]=[C:5]2[N:6]([CH2:15][C:16]([C:18]2[CH:23]=[CH:22][CH:21]=[CH:20][CH:19]=2)=[O:17])[CH:7]=1. Reported procedure: A mixture of 5-chloro-3-cyanomethyl-2-methyl-pyrrolo[2,3-b]pyridine (147 mg, 0.7 mmol) and phenacylbromide (142 g, 7 mmol) in 12 ml CH3CN was refluxed for 22h. The reaction mixture was cooled and precipitated title compound was collected and washed with small portions of ice cold diethyl ether. Treatment of the filtrate with diethyl ether afforded a second and third lot of pure title compound. Total yield 257 mg (91%) calculated as the hydrobromide.